From a dataset of the Open Reaction Database (ORD), a public repository of structured organic reaction records. describe an organic reaction: reactants, conditions, products, and yield The reactants are C1(=CC=CC=C1)C#CC1=CC=C2C(N3C(=NC2=C1)CCCCC3)=O (3-(phenylethynyl)-7,8,9,10-tetrahydroazepino[2,1-b]-quinazolin-12(6H)-one). The reagents and catalysts are [OH-].[OH-].[Pd+2] (Pd(OH)2/C). Solvent: C(Cl)(Cl)Cl (CHCl3), CO (MeOH). Yields the product C(CC1=CC=CC=C1)C1=CC=C2C(N3C(=NC2=C1)CCCCC3)=O (3-phenethyl-7,8,9,10-tetrahydroazepino[2,1-b]quinazolin-12(6H)-one). Yield: 39.3%. Reaction SMILES: [C:1]1([C:7]#[C:8][C:9]2[CH:18]=[C:17]3[C:12]([C:13](=[O:24])[N:14]4[CH2:23][CH2:22][CH2:21][CH2:20][CH2:19][C:15]4=[N:16]3)=[CH:11][CH:10]=2)[CH:6]=[CH:5][CH:4]=[CH:3][CH:2]=1>C(Cl)(Cl)Cl.CO.[OH-].[OH-].[Pd+2]>[CH2:8]([C:9]1[CH:18]=[C:17]2[C:12]([C:13](=[O:24])[N:14]3[CH2:23][CH2:22][CH2:21][CH2:20][CH2:19][C:15]3=[N:16]2)=[CH:11][CH:10]=1)[CH2:7][C:1]1[CH:2]=[CH:3][CH:4]=[CH:5][CH:6]=1 |f:3.4.5|. Reported procedure: A solution of 3-(phenylethynyl)-7,8,9,10-tetrahydroazepino[2,1-b]-quinazolin-12(6H)-one (50 mg, 0.16 mmol) and Pd(OH)2/C in CHCl3 (10 mL) and MeOH (10 mL) was stirred under H2 (1 atm) at room temperature for 8 h. The reaction mixture was filtered and the filter cake was washed with water. The combined filtrate was extracted with ethyl acetate (3×20 mL) and dried over Na2SO4. After filtration and concentration, the residue was purified by preparative HPLC to give 20 mg of the desired product. MS ... Starting materials: C1CCOC1, CCCCCC, CNS(=O)(=O)N(C)OC, O=C(NS(=O)(=O)Cl)Oc1ccccc1, Cl, [H-], [Na+], O. Yields the product CON(C)S(=O)(=O)N(C)S(=O)(=O)NC(=O)Oc1ccccc1. RXN SMILES: [CH2:33]1[O:34][CH2:35][CH2:36][CH2:37]1.[CH3:27][CH2:28][CH2:29][CH2:30][CH2:31][CH3:32].[CH3:3][NH:4][S:5](=[O:6])(=[O:7])[N:8]([O:9][CH3:10])[CH3:11].[Cl:12][S:13](=[O:14])(=[O:15])[NH:16][C:17]([O:18][c:19]1[cH:20][cH:21][cH:22][cH:23][cH:24]1)=[O:25].[ClH:26].[H-:1].[Na+:2].[OH2:38]>>[CH3:3][N:4]([S:5](=[O:6])(=[O:7])[N:8]([O:9][CH3:10])[CH3:11])[S:13](=[O:14])(=[O:15])[NH:16][C:17]([O:18][c:19]1[cH:20][cH:21][cH:22][cH:23][cH:24]1)=[O:25]. Starting materials: C(C(=O)Cl)(=O)Cl (oxalyl chloride), COC=1C=C(C=CC1OC)S[C@H]([C@@H](C(=O)O)C)CCCCC1=CC=CC=C1 ((2R,3S)-3-(3,4-Dimethoxyphenylsulfanyl)-2-methyl-7-phenylheptanoic acid), C[Si](ON)(C)C (O-trimethylsilylhydroxylamine). Solvent: C(Cl)Cl (CH2Cl2), C(Cl)Cl (CH2Cl2), C(Cl)Cl (CH2Cl2). Conditions: temperature 0 celsius, time 1.5 hour. The product is ONC([C@H]([C@H](CCCCC1=CC=CC=C1)SC1=CC(=C(C=C1)OC)OC)C)=O ((+)-(2R,3S)-3-(3,4-dimethoxyphenylsulfanyl)-2-methyl-7-phenylheptanoic acid hydroxyamide). The yield is 92.9%. As a reaction SMILES: [CH3:1][O:2][C:3]1[CH:4]=[C:5]([S:11][C@@H:12]([CH2:18][CH2:19][CH2:20][CH2:21][C:22]2[CH:27]=[CH:26][CH:25]=[CH:24][CH:23]=2)[C@H:13]([CH3:17])[C:14](O)=[O:15])[CH:6]=[CH:7][C:8]=1[O:9][CH3:10].C(Cl)(=O)C(Cl)=O.C[Si](C)(C)[O:36][NH2:37]>C(Cl)Cl>[OH:36][NH:37][C:14](=[O:15])[C@@H:13]([CH3:17])[C@@H:12]([S:11][C:5]1[CH:6]=[CH:7][C:8]([O:9][CH3:10])=[C:3]([O:2][CH3:1])[CH:4]=1)[CH2:18][CH2:19][CH2:20][CH2:21][C:22]1[CH:27]=[CH:26][CH:25]=[CH:24][CH:23]=1. Procedure: (2R,3S)-3-(3,4-Dimethoxyphenylsulfanyl)-2-methyl-7-phenylheptanoic acid (0.46 g, 1.2 mmol) is dissolved in CH2Cl2 (4.5 mL) and cooled to 0° C. and to this is added 2 M oxalyl chloride in CH2Cl2 (1.9 mL, 3.8 mmol) over 5 minutes. The ice bath is removed and the reaction allowed to warm to room temperature. After 1.5 hours, the reaction is concentrated in vacuo and azeotroped with chloroform several times. The crude residue is dissolved in CH2Cl2 (4 mL) and O-trimethylsilylhydroxylamine (0.4 g, 3....